This data is from the Open Reaction Database (ORD), a public repository of structured organic reaction records. The task is: describe an organic reaction: reactants, conditions, products, and yield The reactants are O=C([O-])O, CCOC(C)=O, CCN(C(=O)NC(COC(C)(C)C)C(=O)OC)c1ccc(C(F)(F)F)cc1CN(Cc1cc(C(F)(F)F)cc(C(F)(F)F)c1)c1ncc(N2CCOCC2)cn1, [Na+], C1COCCO1. The product is CCN(C(=O)NC(CO)C(=O)OC)c1ccc(C(F)(F)F)cc1CN(Cc1cc(C(F)(F)F)cc(C(F)(F)F)c1)c1ncc(N2CCOCC2)cn1. As a reaction SMILES: [C:57](=[O:58])([OH:59])[O-:60].[CH3:62][CH2:63][O:64][C:65](=[O:66])[CH3:67].[F:1][C:2]([c:3]1[cH:4][c:5]([CH2:6][N:7]([c:8]2[n:9][cH:10][c:11]([N:14]3[CH2:15][CH2:16][O:17][CH2:18][CH2:19]3)[cH:12][n:13]2)[CH2:20][c:21]2[c:22]([N:31]([C:32]([NH:33][CH:34]([C:35](=[O:36])[O:37][CH3:38])[CH2:39][O:40][C:41]([CH3:42])([CH3:43])[CH3:44])=[O:45])[CH2:46][CH3:47])[cH:23][cH:24][c:25]([C:27]([F:28])([F:29])[F:30])[cH:26]2)[cH:48][c:49]([C:51]([F:52])([F:53])[F:54])[cH:50]1)([F:55])[F:56].[Na+:61].[O:68]1[CH2:69][CH2:70][O:71][CH2:72][CH2:73]1>>[F:1][C:2]([c:3]1[cH:4][c:5]([CH2:6][N:7]([c:8]2[n:9][cH:10][c:11]([N:14]3[CH2:15][CH2:16][O:17][CH2:18][CH2:19]3)[cH:12][n:13]2)[CH2:20][c:21]2[c:22]([N:31]([C:32]([NH:33][CH:34]([C:35](=[O:36])[O:37][CH3:38])[CH2:39][OH:40])=[O:45])[CH2:46][CH3:47])[cH:23][cH:24][c:25]([C:27]([F:28])([F:29])[F:30])[cH:26]2)[cH:48][c:49]([C:51]([F:52])([F:53])[F:54])[cH:50]1)([F:55])[F:56]. Reactants: ClC=1C(=NC(=NC1)OC)NN (5-Chloro-4-hydrazino-2-methoxypyrimidine), Cl (hydrochloric acid), C(=S)=S (carbon disulfide), OO (hydrogen peroxide). Solvent: C(C)#N (acetonitrile), O (water), O (water). Yields the product ClC=1C=2N(C(=NC1)OC)C(NN2)=S (8-Chloro-5-methoxy-1,2,4-triazolo[4,3-c]pyrimidine-3(2H)-thione). Yield: 142.0%. Reaction SMILES: [Cl:1][C:2]1[C:3]([NH:10][NH2:11])=[N:4][C:5]([O:8][CH3:9])=[N:6][CH:7]=1.[C:12](=S)=[S:13].OO.Cl>C(#N)C.O>[Cl:1][C:2]1[C:3]2[N:4]([C:12](=[S:13])[NH:11][N:10]=2)[C:5]([O:8][CH3:9])=[N:6][CH:7]=1. Procedure: 5-Chloro-4-hydrazino-2-methoxypyrimidine (17.45 g, 0.10 mol) and 25 g (0.033 mol) of carbon disulfide were combined in 120 mL of acetonitrile and 30 mL of water at ambient temperature with stirring and 11.4 g (0.10 mol) of 30 percent hydrogen peroxide was added to the resulting mixture with stirring over a 2-hour period. The temperature rose from 20° C. to 48° C. Analysis of the mixture by high pressure liquid chromatography (HPLC) indicated that the reaction was complete. A 79.8 g (47.2 percent... Reactants: C(C)(=O)C(CCCCCCC(=O)O)CC#CC1(CCCCC1)O (8-Acetyl-11-(1-hydroxycyclohexyl)-10-undecynoic Acid), C(C)(=O)C(CCCCCCC(=O)O)CC#C[C@H](CCCCC)O (8-acetyl-12(S)-hydroxy-10-heptadecynoic acid), (CDCl3)δ. Product: C(C)(=O)C(CCCCCCC(=O)O)CCCC1(CCCCC1)O (8-Acetyl-11-(1-hydroxycyclohexyl)undecanoic Acid). As a reaction SMILES: [C:1]([CH:4]([CH2:14][C:15]#[C:16][C:17]1([OH:23])[CH2:22][CH2:21][CH2:20][CH2:19][CH2:18]1)[CH2:5][CH2:6][CH2:7][CH2:8][CH2:9][CH2:10][C:11]([OH:13])=[O:12])(=[O:3])[CH3:2].C(C(CC#C[C@@H](O)CCCCC)CCCCCCC(O)=O)(=O)C>>[C:1]([CH:4]([CH2:14][CH2:15][CH2:16][C:17]1([OH:23])[CH2:18][CH2:19][CH2:20][CH2:21][CH2:22]1)[CH2:5][CH2:6][CH2:7][CH2:8][CH2:9][CH2:10][C:11]([OH:13])=[O:12])(=[O:3])[CH3:2]. Reported procedure: This compound is prepared essentially by the same hydrogenation procedure described in Example 36, Step C, except that 8-acetyl-11-(1-hydroxycyclohexyl)-10-undecynoic acid (Example 39) is substituted for 8-acetyl-12(S)-hydroxy-10-heptadecynoic acid. The product is obtained as a yellowish viscous oil; pmr (CDCl3)δ 2.08 (3H,s CH3CO), δ 6.52 (2H,s OH and COOH). Anal. Calcd. for C19H34O4 : C, 69.90; H, 10.50; Found: C, 70.23; H, 10.70. Reactants: ClCCl (dichloromethane), ClC=1SC=C(N1)C(=O)N1C(CN(CC1)C(=O)OC(C)(C)C)COC=1C=NC=CC1 (tert-butyl 4-(2-chlorothiazole-4-carbonyl)-3-((pyridin-3-yloxy)methyl)piperazine-1-carboxylate), C1(=CC=CC=C1)B(O)O (benzeneboronic acid), C([O-])([O-])=O.[Na+].[Na+] (sodium carbonate). Solvent: C1(=CC=CC=C1)C (toluene), O1CCOCC1 (1,4-dioxane), O (water). Run at temperature 80 celsius. The product is C1(=CC=CC=C1)C=1SC=C(N1)C(=O)N1C(CN(CC1)C(=O)OC(C)(C)C)COC=1C=NC=CC1 (tert-butyl 4-(2-phenylthiazole-4-carbonyl)-3-((pyridin-3-yloxy)methyl)piperazine-1-carboxylate). As a reaction SMILES: ClCCl.Cl[C:5]1[S:6][CH:7]=[C:8]([C:10]([N:12]2[CH2:17][CH2:16][N:15]([C:18]([O:20][C:21]([CH3:24])([CH3:23])[CH3:22])=[O:19])[CH2:14][CH:13]2[CH2:25][O:26][C:27]2[CH:28]=[N:29][CH:30]=[CH:31][CH:32]=2)=[O:11])[N:9]=1.[C:33]1(B(O)O)[CH:38]=[CH:37][CH:36]=[CH:35][CH:34]=1.C(=O)([O-])[O-].[Na+].[Na+]>C1(C)C=CC=CC=1.O1CCOCC1.O>[C:33]1([C:5]2[S:6][CH:7]=[C:8]([C:10]([N:12]3[CH2:17][CH2:16][N:15]([C:18]([O:20][C:21]([CH3:24])([CH3:23])[CH3:22])=[O:19])[CH2:14][CH:13]3[CH2:25][O:26][C:27]3[CH:28]=[N:29][CH:30]=[CH:31][CH:32]=3)=[O:11])[N:9]=2)[CH:38]=[CH:37][CH:36]=[CH:35][CH:34]=1 |f:3.4.5|. Procedure details: [1,1′-bis(diphenylphosphino)ferrocene]-dichloropalladium(II) complex with dichloromethane (1:1) (7 mg, 0.009 mmol) was added to a mixture of tert-butyl 4-(2-chlorothiazole-4-carbonyl)-3-((pyridin-3-yloxy)methyl)piperazine-1-carboxylate (77 mg, 0.18 mmol), benzeneboronic acid (43 mg, 0.35 mmol) and sodium carbonate (37 mg, 0.35 mmol) in toluene (4 mL), 1,4-dioxane (1 mL), and water (1 mL). The reaction mixture was heated to 80° C. overnight. Upon cooling to room temperature, the reaction mixture ... Reactants: CN(C)C(=O)Cl, Cc1ccccc1, [H-], Cc1nc(N)nc(C)c1Cl, [Na+], O. The product is Cc1nc(NC(=O)N(C)C)nc(C)c1Cl. RXN SMILES: [CH3:13][N:14]([C:15](=[O:16])[Cl:17])[CH3:18].[CH3:20][c:21]1[cH:22][cH:23][cH:24][cH:25][cH:26]1.[H-:1].[NH2:3][c:4]1[n:5][c:6]([CH3:12])[c:7]([Cl:11])[c:8]([CH3:10])[n:9]1.[Na+:2].[OH2:19]>>[NH:3]([c:4]1[n:5][c:6]([CH3:12])[c:7]([Cl:11])[c:8]([CH3:10])[n:9]1)[C:15]([N:14]([CH3:13])[CH3:18])=[O:16]. The reactants are C([O-])([O-])=O.[Na+].[Na+] (sodium carbonate), C(C1=CC=CC=C1)Br (benzyl bromide), COC=1C(=C(CC2=CC(=C(C=O)C=C2)O)C(=C(C1OC)OC)OC)C (4-(3,4,5,6-Tetramethoxy-2-methylbenzyl)-2-hydroxybenzaldehyde). Run in CC(=O)C (acetone). Run at time 16 hour. Product: COC=1C(=C(CC2=CC(=C(C=O)C=C2)OCC2=CC=CC=C2)C(=C(C1OC)OC)OC)C (4-(3,4,5,6-Tetramethoxy-2-methylbenzyl)-2-benzyloxybenzaldehyde). Yield: 92.5%. As a reaction SMILES: [CH3:1][O:2][C:3]1[C:4]([CH3:25])=[C:5]([C:16]([O:23][CH3:24])=[C:17]([O:21][CH3:22])[C:18]=1[O:19][CH3:20])[CH2:6][C:7]1[CH:14]=[CH:13][C:10]([CH:11]=[O:12])=[C:9]([OH:15])[CH:8]=1.C(=O)([O-])[O-].[Na+].[Na+].[CH2:32](Br)[C:33]1[CH:38]=[CH:37][CH:36]=[CH:35][CH:34]=1>CC(C)=O>[CH3:1][O:2][C:3]1[C:4]([CH3:25])=[C:5]([C:16]([O:23][CH3:24])=[C:17]([O:21][CH3:22])[C:18]=1[O:19][CH3:20])[CH2:6][C:7]1[CH:14]=[CH:13][C:10]([CH:11]=[O:12])=[C:9]([O:15][CH2:32][C:33]2[CH:38]=[CH:37][CH:36]=[CH:35][CH:34]=2)[CH:8]=1 |f:1.2.3|. Reported procedure: 4-(3,4,5,6-Tetramethoxy-2-methylbenzyl)-2-hydroxybenzaldehyde (743 mg, 2.14 mmol) was dissolved in acetone (50 ml) and, after addition of anhydrous sodium carbonate (593 mg, 4.30 mmol) and benzyl bromide (477 mg, 2.79 mmol), the mixture was stirred at room temperature for 16 hours. The reaction solution was filtered and the residue obtained by concentration of the filtrate was purified by silica gel column chromatography (hexane:ethyl acetate=3:1) to give the title compound (864 mg, 1.98 mmol, 9...